Dataset: the Open Reaction Database (ORD), a public repository of structured organic reaction records. Task: describe an organic reaction: reactants, conditions, products, and yield The reactants are C([O-])([O-])=O.[K+].[K+] (Potassium carbonate), FC1=C(C=C(C(=C1)Cl)OC(=O)OC)N1C(C2=C(C1=O)CCCC2)=O (N-(2-fluoro-4-chloro-5-methoxycarbonyloxyphenyl)-3,4,5,6-tetrahydrophthalimide), Cl (hydrochloric acid). Run in CO (methanol). Run at time 5 hour. The product is FC1=C(C=C(C(=C1)Cl)O)N1C(C2=C(C1=O)CCCC2)=O (N-(2-fluoro-4-chloro-5-hydroxypheyl)-3,4,5,6-tetrahydrophthalimide). Reaction SMILES: C(=O)([O-])[O-].[K+].[K+].[F:7][C:8]1[CH:13]=[C:12]([Cl:14])[C:11]([O:15]C(OC)=O)=[CH:10][C:9]=1[N:20]1[C:24](=[O:25])[C:23]2[CH2:26][CH2:27][CH2:28][CH2:29][C:22]=2[C:21]1=[O:30].Cl>CO>[F:7][C:8]1[CH:13]=[C:12]([Cl:14])[C:11]([OH:15])=[CH:10][C:9]=1[N:20]1[C:24](=[O:25])[C:23]2[CH2:26][CH2:27][CH2:28][CH2:29][C:22]=2[C:21]1=[O:30] |f:0.1.2|. Reported procedure: Potassium carbonate (4.6 g, 33.3 mmol) was added to a solution of N-(2-fluoro-4-chloro-5-methoxycarbonyloxyphenyl)-3,4,5,6-tetrahydrophthalimide (11.8 g, 33.4 mmol) obtained as described above in methanol (100 ml), followed by stirring for 5 hours under refluxing. After completion of the reaction, the mixture was poured into 1N hydrochloric acid (200 ml), and the mixture was extracted with ethyl acetate (100 ml×3 times). The organic layer was washed with water, dried, and the solvent was distill... Product: CCC(O)(C=Cc1ccc(C(CC)(CC)c2ccc(-c3ccc(CC(=O)O)cc3)cc2)cc1C)CC. Reaction SMILES: [CH3:3][O:4][C:5]([CH2:6][c:7]1[cH:8][cH:9][c:10](-[c:13]2[cH:14][cH:15][c:16]([C:19]([CH2:20][CH3:21])([c:22]3[cH:23][c:24]([CH3:36])[c:25]([CH:28]=[CH:29][C:30]([CH2:31][CH3:32])([OH:33])[CH2:34][CH3:35])[cH:26][cH:27]3)[CH2:37][CH3:38])[cH:17][cH:18]2)[cH:11][cH:12]1)=[O:39].[CH3:47][OH:48].[Cl-:40].[NH4+:41].[Na+:2].[O:42]1[CH2:43][CH2:44][CH2:45][CH2:46]1.[OH-:1]>>[O:4]=[C:5]([CH2:6][c:7]1[cH:8][cH:9][c:10](-[c:13]2[cH:14][cH:15][c:16]([C:19]([CH2:20][CH3:21])([c:22]3[cH:23][c:24]([CH3:36])[c:25]([CH:28]=[CH:29][C:30]([CH2:31][CH3:32])([OH:33])[CH2:34][CH3:35])[cH:26][cH:27]3)[CH2:37][CH3:38])[cH:17][cH:18]2)[cH:11][cH:12]1)[OH:39]. Starting materials: CCC(O)(C=Cc1ccc(C(CC)(CC)c2ccc(-c3ccc(CC(=O)OC)cc3)cc2)cc1C)CC, CO, [Cl-], [NH4+], [Na+], C1CCOC1, [OH-]. The reactants are aqueous solution, [OH-].[Na+] (sodium hydroxide), C(C)OC([C@@H](NCC(=O)NC=1C2=CC=CC=C2N=C2CCCCC12)C)=O (N-[(1,2,3,4-tetrahydroacridin-9-yl)aminocarbonylmethyl]-L-alanine ethyl ester), Cl (hydrochloric acid). Reaction conditions: time 2 hour. The product is C1CCCC2=NC3=CC=CC=C3C(=C12)NC(=O)CN[C@@H](C)C(=O)O (N-[(1,2,3,4-tetrahydroacridin-9-yl)aminocarbonylmethyl]-L-alanine). Yield: 77.1%. As a reaction SMILES: [OH-].[Na+].C([O:5][C:6](=[O:28])[C@H:7]([CH3:27])[NH:8][CH2:9][C:10]([NH:12][C:13]1[C:14]2[C:19]([N:20]=[C:21]3[C:26]=1[CH2:25][CH2:24][CH2:23][CH2:22]3)=[CH:18][CH:17]=[CH:16][CH:15]=2)=[O:11])C.Cl>>[CH2:25]1[C:26]2[C:21](=[N:20][C:19]3[C:14]([C:13]=2[NH:12][C:10]([CH2:9][NH:8][C@H:7]([C:6]([OH:28])=[O:5])[CH3:27])=[O:11])=[CH:15][CH:16]=[CH:17][CH:18]=3)[CH2:22][CH2:23][CH2:24]1 |f:0.1|. Procedure details: Into 12 ml of 1N aqueous solution of sodium hydroxide, was added 2 g of the compound obtained in Example 38 at room temperature, and the reaction was continued for 2 hours. To the reaction mixture, was added 15 ml of 1N hydrochloric acid at a temperature not higher than 15° C. to precipitate white crystals. The crystals were collected by filtration, washed with water and dried to obtain 1.42 g of the titled compound having the melting point of 238° to 242° C. (decomposed). The reactants are C(C)(C)NC(C)C (diisopropylamine), II (iodine), C(C)(C)[N-]C(C)C.[Li+] (lithium diisopropylamide), C(CCC)[Li] (butyllithium), CCCCCC (hexane), COC=1C=C(C=CC1OC)P(C1=CC=CC=C1)(C1=CC=CC=C1)=O ((3,4-dimethoxyphenyl)diphenylphosphine oxide), COC=1C=C(C=CC1OC)P(C1=CC=CC=C1)(C1=CC=CC=C1)=O ((3,4-dimethoxyphenyl)-diphenylphosphine oxide). The solvent is O1CCCC1 (tetrahydrofuran), O1CCCC1 (tetrahydrofuran), O1CCCC1 (tetrahydrofuran). Run at temperature 0 celsius, time 10 minute. Product: IC1=C(C=CC(=C1OC)OC)P(C1=CC=CC=C1)(C1=CC=CC=C1)=O ((2-iodo-3,4-dimethoxyphenyl)-diphenylphosphine oxide). Yield: 81.9%. As a reaction SMILES: [CH3:1][O:2][C:3]1[CH:4]=[C:5]([P:11](=[O:24])([C:18]2[CH:23]=[CH:22][CH:21]=[CH:20][CH:19]=2)[C:12]2[CH:17]=[CH:16][CH:15]=[CH:14][CH:13]=2)[CH:6]=[CH:7][C:8]=1[O:9][CH3:10].C([Li])CCC.CCCCCC.C(NC(C)C)(C)C.C([N-]C(C)C)(C)C.[Li+].[I:51]I>O1CCCC1>[I:51][C:4]1[C:3]([O:2][CH3:1])=[C:8]([O:9][CH3:10])[CH:7]=[CH:6][C:5]=1[P:11](=[O:24])([C:18]1[CH:19]=[CH:20][CH:21]=[CH:22][CH:23]=1)[C:12]1[CH:17]=[CH:16][CH:15]=[CH:14][CH:13]=1 |f:4.5|. Reported procedure: db) 3.38 g (10 mmol) of (3,4-dimethoxyphenyl)diphenylphosphine oxide and 50 ml of dry tetrahydrofuran were placed in a 0.3 l four-necked sulphonation flask provided with a stirrer, thermometer, dropping funnel and argon gasification. In a separate Schlenk tube 8.0 ml of 1.6N butyllithium solution in hexane (12.8 mmol) were added dropwise under argon and while stirring at -78° C. to a solution of 1.57 g (15.5 mmol) of diisopropylamine in 10 ml of tetrahydrofuran and the solution was stirred at 0°... Starting materials: CC(C)(C)OC(=O)N1CC(c2ccc3c(ccn3S(=O)(=O)c3ccccc3)c2)C1, CC#N, O=C1CCC(=O)N1Cl. Product: CC(C)(C)OC(=O)N1CC(c2ccc3c(c2)c(Cl)cn3S(=O)(=O)c2ccccc2)C1. As a reaction SMILES: [C:1]([CH3:2])([CH3:3])([CH3:4])[O:5][C:6](=[O:7])[N:8]1[CH2:9][CH:10]([c:12]2[cH:13][c:14]3[cH:15][cH:16][n:17]([S:21](=[O:22])(=[O:23])[c:24]4[cH:25][cH:26][cH:27][cH:28][cH:29]4)[c:18]3[cH:19][cH:20]2)[CH2:11]1.[C:38](#[N:39])[CH3:40].[Cl:30][N:31]1[C:32](=[O:33])[CH2:34][CH2:35][C:36]1=[O:37]>>[C:1]([CH3:2])([CH3:3])([CH3:4])[O:5][C:6](=[O:7])[N:8]1[CH2:9][CH:10]([c:12]2[cH:13][c:14]3[c:15]([Cl:30])[cH:16][n:17]([S:21](=[O:22])(=[O:23])[c:24]4[cH:25][cH:26][cH:27][cH:28][cH:29]4)[c:18]3[cH:19][cH:20]2)[CH2:11]1. Reaction SMILES: [CH3:1][NH2:2].[O:23]1[CH2:24][CH2:25][CH2:26][CH2:27]1.[O:3]([S:4]([c:5]1[cH:6][cH:7][c:8]([CH3:9])[cH:10][cH:11]1)(=[O:12])=[O:13])[CH2:14][CH2:15][c:16]1[cH:17][cH:18][c:19]([CH3:22])[cH:20][cH:21]1>>[CH3:1][NH:2][CH2:14][CH2:15][c:16]1[cH:17][cH:18][c:19]([CH3:22])[cH:20][cH:21]1. Yields the product CNCCc1ccc(C)cc1. Starting materials: CN, C1CCOC1, Cc1ccc(CCOS(=O)(=O)c2ccc(C)cc2)cc1. The reactants are BrC1=CC=C(C=C1)OC (4-bromoanisole), C1(=CC=CC=C1)C (toluene), CC(C)([O-])C.[Na+] (sodium t-butoxide), NC1=CC=CC=C1 (aniline). The reagents and catalysts are C1(=CC=CC=C1)P([C-]1C=CC=C1)C1=CC=CC=C1.[C-]1(C=CC=C1)P(C1=CC=CC=C1)C1=CC=CC=C1.[Fe+2] (1,1′-bis(diphenylphosphino)-ferrocene), C=1C=CC(=CC1)/C=C/C(=O)/C=C/C2=CC=CC=C2.C=1C=CC(=CC1)/C=C/C(=O)/C=C/C2=CC=CC=C2.C=1C=CC(=CC1)/C=C/C(=O)/C=C/C2=CC=CC=C2.[Pd].[Pd] (tris(dibenzylideneacetone)-dipalladium (0)). Run in [Cl-].[Na+].O (brine). Run at time 25 minute. Product: COC1=CC=C(C=C1)N(C1=CC=CC=C1)C1=CC=C(C=C1)OC (Bis(4-methoxyphenyl)phenylamine). RXN SMILES: Br[C:2]1[CH:7]=[CH:6][C:5]([O:8][CH3:9])=[CH:4][CH:3]=1.C[C:11](C)([O-:13])C.[Na+].[NH2:16][C:17]1[CH:22]=[CH:21][CH:20]=[CH:19][CH:18]=1.[C:23]1(C)[CH:28]=[CH:27][CH:26]=[CH:25][CH:24]=1>[Cl-].[Na+].O.C1C=CC(/C=C/C(/C=C/C2C=CC=CC=2)=O)=CC=1.C1C=CC(/C=C/C(/C=C/C2C=CC=CC=2)=O)=CC=1.C1C=CC(/C=C/C(/C=C/C2C=CC=CC=2)=O)=CC=1.[Pd].[Pd].C1(P(C2C=CC=CC=2)[C-]2C=CC=C2)C=CC=CC=1.[C-]1(P(C2C=CC=CC=2)C2C=CC=CC=2)C=CC=C1.[Fe+2]>[CH3:9][O:8][C:5]1[CH:6]=[CH:7][C:2]([N:16]([C:26]2[CH:27]=[CH:28][C:23]([O:13][CH3:11])=[CH:24][CH:25]=2)[C:17]2[CH:22]=[CH:21][CH:20]=[CH:19][CH:18]=2)=[CH:3][CH:4]=1 |f:1.2,5.6.7,8.9.10.11.12,13.14.15|. Procedure details: In a procedure modified from Thayumanavan et al. (Chem Mater., 1997, 9, 3231–3235), to a solution of 4.975 g (5.43 mmol) of tris(dibenzylideneacetone)-dipalladium (0) and 4.519 g (8.15 mmol) of 1,1′-bis(diphenylphosphino)-ferrocene in 680 mL toluene under nitrogen was added 68.46 mL (0.245 mol) of 4-bromoanisole and was allowed to stir for 25 minutes. Then, sodium t-butoxide (59.36 g, 0.618 mol) and aniline (22.5 mL, 0.236 mol) were added to the solution and stirred at 90° C. for approximately 2...